Dataset: the Open Reaction Database (ORD), a public repository of structured organic reaction records. Task: describe an organic reaction: reactants, conditions, products, and yield Reactants: ClCCl, CS(=O)(=O)c1ccc(C(CCO)c2ccccc2)cc1. The product is CS(=O)(=O)c1ccc(C(CC=O)c2ccccc2)cc1. Reaction SMILES: [Cl:21][CH2:22][Cl:23].[c:1]1([CH:7]([CH2:8][CH2:9][OH:10])[c:11]2[cH:12][cH:13][c:14]([S:17](=[O:18])(=[O:19])[CH3:20])[cH:15][cH:16]2)[cH:2][cH:3][cH:4][cH:5][cH:6]1>>[c:1]1([CH:7]([CH2:8][CH:9]=[O:10])[c:11]2[cH:12][cH:13][c:14]([S:17](=[O:18])(=[O:19])[CH3:20])[cH:15][cH:16]2)[cH:2][cH:3][cH:4][cH:5][cH:6]1. Product: BrC(C(=O)C1=CC=CC=C1)C (2-Bromopropiophenone). Reactants: BrBr (bromine), C(CC)(=O)C1=CC=CC=C1 (propiophenone). Procedure: A solution of 82 g (0.51 mol) of bromine in 100 ml of dichloromethane is added dropwise to a solution of 72 g (0.5 mol) of propiophenone in 500 ml of dichloromethane, at 20° C. After 30 minutes, the solution is evaporated down. 2-Bromopropiophenone is obtained quantitatively, and is directly reacted further. Run in ClCCl (dichloromethane), ClCCl (dichloromethane). Reaction conditions: time 30 minute. As a reaction SMILES: [Br:1]Br.[C:3]([C:7]1[CH:12]=[CH:11][CH:10]=[CH:9][CH:8]=1)(=[O:6])[CH2:4][CH3:5]>ClCCl>[Br:1][CH:4]([CH3:5])[C:3]([C:7]1[CH:12]=[CH:11][CH:10]=[CH:9][CH:8]=1)=[O:6]. The reactants are BrC=1C=CC=C2C=CC(=NC12)C1=CC=CC2=CC=CC=C12 (8-bromo-2-(1-naphthyl)quinoline), C(C)(C)C1=C(N)C(=CC=C1)C(C)C (2,6-diisopropylaniline), C1(CCCCC1)P(C1=C(C=CC=C1)C1=C(C=CC=C1)N(C)C)C1CCCCC1 (N-[2′-(dicyclohexylphosphino)[1,1′-biphenyl]-2-yl]-N,N-dimethylamine), CC(C)(C)[O-].[Na+] (NaOtBu). The reagents and catalysts are C=1C=CC(=CC1)/C=C/C(=O)/C=C/C2=CC=CC=C2.C=1C=CC(=CC1)/C=C/C(=O)/C=C/C2=CC=CC=C2.[Pd] (Pd(dba)2). Solvent: C1(=CC=CC=C1)C (toluene), O (water). Reaction conditions: temperature 105 celsius, time 8 hour. Product: C(C)(C)C1=C(C(=CC=C1)C(C)C)NC=1C=CC=C2C=CC(=NC12)C1=CC=CC2=CC=CC=C12 (N-(2,6-Diisopropylphenyl)-2-(1-naphthyl)-8-quinolinamine). Reaction SMILES: Br[C:2]1[CH:3]=[CH:4][CH:5]=[C:6]2[C:11]=1[N:10]=[C:9]([C:12]1[C:21]3[C:16](=[CH:17][CH:18]=[CH:19][CH:20]=3)[CH:15]=[CH:14][CH:13]=1)[CH:8]=[CH:7]2.[CH:22]([C:25]1[CH:31]=[CH:30][CH:29]=[C:28]([CH:32]([CH3:34])[CH3:33])[C:26]=1[NH2:27])([CH3:24])[CH3:23].C1(P(C2CCCCC2)C2C=CC=CC=2C2C=CC=CC=2N(C)C)CCCCC1.CC([O-])(C)C.[Na+]>C1C=CC(/C=C/C(/C=C/C2C=CC=CC=2)=O)=CC=1.C1C=CC(/C=C/C(/C=C/C2C=CC=CC=2)=O)=CC=1.[Pd].O.C1(C)C=CC=CC=1>[CH:32]([C:28]1[CH:29]=[CH:30][CH:31]=[C:25]([CH:22]([CH3:24])[CH3:23])[C:26]=1[NH:27][C:2]1[CH:3]=[CH:4][CH:5]=[C:6]2[C:11]=1[N:10]=[C:9]([C:12]1[C:21]3[C:16](=[CH:17][CH:18]=[CH:19][CH:20]=3)[CH:15]=[CH:14][CH:13]=1)[CH:8]=[CH:7]2)([CH3:34])[CH3:33] |f:3.4,5.6.7|. Reported procedure: A mixture of 8-bromo-2-(1-naphthyl)quinoline (2.03 g, 6 mmol), 2,6-diisopropylaniline (1.3 ml, 7 mmol), Pd(dba)2 (72 mg, 0.12 mmol), L=(N-[2′-(dicyclohexylphosphino)[1,1′-biphenyl]-2-yl]-N,N-dimethylamine (94 mg, 0.24 mmol), NaOtBu (0.72 g, 7.2 mol) and toluene (15 mL) is stirred for 8 h under an argon atmosphere at 105° C. in an oil bath. The mixture is then poured into water and extracted with benzene (3×50 mL). The combined organic phase is washed with water and brine, and is then concentrate...